From a dataset of the Open Reaction Database (ORD), a public repository of structured organic reaction records. describe an organic reaction: reactants, conditions, products, and yield The reactants are C(#N)C1=CC(=C(C=C1)[C@H]1NC(N(C(=C1C#N)C)C1=CC(=CC=C1)C(F)(F)F)=O)S(=O)(=O)C ((4S)-4-[4-cyano-2-(methylsulfonyl)phenyl]-6-methyl-2-oxo-1-[3-(trifluoromethyl)phenyl]-1,2,3,4-tetrahydropyrimidine-5-carbonitrile), [H-].[Na+] (sodium hydride), FC(OC1=C(C=CC=C1)S(=O)(=O)Cl)(F)F ([2-(trifluoromethoxy)phenyl]sulfonyl chloride). Yields the product C(#N)C1=CC(=C(C=C1)[C@H]1N(C(N(C(=C1C#N)C)C1=CC(=CC=C1)C(F)(F)F)=O)S(=O)(=O)C1=C(C=CC=C1)OC(F)(F)F)S(=O)(=O)C ((4S)-4-[4-Cyano-2-(methylsulfonyl)phenyl]-6-methyl-3-{[2-(trifluoromethoxy)phenyl]sulfonyl}-2-oxo-1-[3-(trifluoromethyl)phenyl]-1,2,3,4-tetrahydropyrimidine-5-carbonitrile). Yield: 77.4%. RXN SMILES: [C:1]([C:3]1[CH:8]=[CH:7][C:6]([C@@H:9]2[C:14]([C:15]#[N:16])=[C:13]([CH3:17])[N:12]([C:18]3[CH:23]=[CH:22][CH:21]=[C:20]([C:24]([F:27])([F:26])[F:25])[CH:19]=3)[C:11](=[O:28])[NH:10]2)=[C:5]([S:29]([CH3:32])(=[O:31])=[O:30])[CH:4]=1)#[N:2].[H-].[Na+].[F:35][C:36]([F:49])([F:48])[O:37][C:38]1[CH:43]=[CH:42][CH:41]=[CH:40][C:39]=1[S:44](Cl)(=[O:46])=[O:45]>>[C:1]([C:3]1[CH:8]=[CH:7][C:6]([C@@H:9]2[C:14]([C:15]#[N:16])=[C:13]([CH3:17])[N:12]([C:18]3[CH:23]=[CH:22][CH:21]=[C:20]([C:24]([F:27])([F:26])[F:25])[CH:19]=3)[C:11](=[O:28])[N:10]2[S:44]([C:39]2[CH:40]=[CH:41][CH:42]=[CH:43][C:38]=2[O:37][C:36]([F:35])([F:48])[F:49])(=[O:46])=[O:45])=[C:5]([S:29]([CH3:32])(=[O:31])=[O:30])[CH:4]=1)#[N:2] |f:1.2|. Reported procedure: Analogously to the preparation of Example 27, (4S)-4-[4-cyano-2-(methylsulfonyl)phenyl]-6-methyl-2-oxo-1-[3-(trifluoromethyl)phenyl]-1,2,3,4-tetrahydropyrimidine-5-carbonitrile (100 mg, 217 μmol; Example 6), sodium hydride (60%, 11.2 mg, 282 μmol) and [2-(trifluoromethoxy)phenyl]sulfonyl chloride (73.6 mg, 282 μmol) were reacted with one another for 16 h. This gave the title compound as a colorless solid (115 mg, 77% of theory).